From a dataset of the Open Reaction Database (ORD), a public repository of structured organic reaction records. describe an organic reaction: reactants, conditions, products, and yield The reactants are O=C([O-])[O-], [Cs+], [Cs+], Ic1ccccc1, CN(C)C=O, NS(=O)(=O)c1ccccc1. Product: O=S(=O)(Nc1ccccc1)c1ccccc1. Reaction SMILES: [C:18](=[O:19])([O-:20])[O-:21].[Cs+:22].[Cs+:23].[I:11][c:12]1[cH:13][cH:14][cH:15][cH:16][cH:17]1.[O:24]=[CH:25][N:26]([CH3:27])[CH3:28].[c:1]1([S:7](=[O:8])(=[O:9])[NH2:10])[cH:2][cH:3][cH:4][cH:5][cH:6]1>>[c:1]1([S:7](=[O:8])(=[O:9])[NH:10][c:12]2[cH:13][cH:14][cH:15][cH:16][cH:17]2)[cH:2][cH:3][cH:4][cH:5][cH:6]1.